The task is: describe an organic reaction: reactants, conditions, products, and yield. This data is from the Open Reaction Database (ORD), a public repository of structured organic reaction records. Starting materials: COc1ccc(P2(=S)SP(=S)(c3ccc(OC)cc3)S2)cc1, Cc1ccccc1, COc1cccc2c(C(N)=O)cn(CC3CCCCC3)c12. The product is COc1cccc2c(C(N)=S)cn(CC3CCCCC3)c12. As a reaction SMILES: [CH3:22][O:23][c:24]1[cH:25][cH:26][c:27]([P:28]2(=[S:31])[S:29][P:30]([c:32]3[cH:33][cH:34][c:35]([O:36][CH3:37])[cH:38][cH:39]3)(=[S:40])[S:41]2)[cH:42][cH:43]1.[CH3:44][c:45]1[cH:46][cH:47][cH:48][cH:49][cH:50]1.[CH:1]1([CH2:7][n:8]2[cH:9][c:10]([C:19](=[O:20])[NH2:21])[c:11]3[cH:12][cH:13][cH:14][c:15]([O:17][CH3:18])[c:16]23)[CH2:2][CH2:3][CH2:4][CH2:5][CH2:6]1>>[CH:1]1([CH2:7][n:8]2[cH:9][c:10]([C:19]([NH2:21])=[S:31])[c:11]3[cH:12][cH:13][cH:14][c:15]([O:17][CH3:18])[c:16]23)[CH2:2][CH2:3][CH2:4][CH2:5][CH2:6]1. Reactants: BrCCCCCCOC1=CC=C(C(=O)O)C=C1 (4-(6-bromohexyloxy)benzoic acid), S(=O)(Cl)Cl (thionyl chloride). Conditions: time 20 hour. Yields the product BrCCCCCCOC1=CC=C(C(=O)Cl)C=C1 (4-(6-Bromohexyloxy)benzoyl chloride). Reaction SMILES: [Br:1][CH2:2][CH2:3][CH2:4][CH2:5][CH2:6][CH2:7][O:8][C:9]1[CH:17]=[CH:16][C:12]([C:13](O)=[O:14])=[CH:11][CH:10]=1.S(Cl)([Cl:20])=O>>[Br:1][CH2:2][CH2:3][CH2:4][CH2:5][CH2:6][CH2:7][O:8][C:9]1[CH:17]=[CH:16][C:12]([C:13]([Cl:20])=[O:14])=[CH:11][CH:10]=1. Reported procedure: A mixture of 452 g of 4-(6-bromohexyloxy)benzoic acid and 1000 g of thionyl chloride was stirred at room temperature for about 20 hours. The reaction mixture was concentrated in vacuo and residual thionyl chloride removed by repeated addition of toluene and concentration in vacuo. The oily product comprising 4-(6-bromohexyloxy)benzoyl chloride (450 ml) was used directly in the next reaction. Starting materials: O=C1CCC(=O)N1Br, CC(=O)O, CNC(=O)c1scc(C)c1Nc1nc(Cl)ncc1Cl. The product is CNC(=O)c1sc(Br)c(C)c1Nc1nc(Cl)ncc1Cl. Reaction SMILES: [Br:20][N:21]1[C:22](=[O:23])[CH2:24][CH2:25][C:26]1=[O:27].[C:28]([OH:29])(=[O:30])[CH3:31].[CH3:1][NH:2][C:3](=[O:4])[c:5]1[s:6][cH:7][c:8]([CH3:19])[c:9]1[NH:10][c:11]1[n:12][c:13]([Cl:18])[n:14][cH:15][c:16]1[Cl:17]>>[CH3:1][NH:2][C:3](=[O:4])[c:5]1[s:6][c:7]([Br:20])[c:8]([CH3:19])[c:9]1[NH:10][c:11]1[n:12][c:13]([Cl:18])[n:14][cH:15][c:16]1[Cl:17]. Reactants: N1(N=CN=C1)C1=C(C2=C(O1)C(=C(C=C2)OC)O)C(C2=CC(=C(C(=C2)OC)OC)OC)=O (2-(1,2,4-triazol-1-yl)-7-hydroxy-3-(3,4,5-trimethoxybenzoyl)-6-methoxy-benzo[b]furan), N1C=CC=C1 (pyrrole). Product: N1(C=CC=C1)C1=C(C2=C(O1)C(=C(C=C2)OC)O)C(C2=CC(=C(C(=C2)OC)OC)OC)=O (2-(1-pyrolyl)-7-hydroxy-3-(3,4,5-trimethoxybenzoyl)-6-methoxy-benzo[b]furan). Reported procedure: This material was prepared in a similar manner as 2-(1,2,4-triazol-1-yl)-7-hydroxy-3-(3,4,5-trimethoxybenzoyl)-6-methoxy-benzo[b]furan (entry 43, Table 1), above, using pyrrole in place of 1,2,4-triazole as the nucleophile. 1H NMR (300 MHz, CDCl3) δ 8.47 (d, 1H, J=1.21 Hz), 7.75 (d, 1H, J=1.20 Hz), 7.27 (d, 1H, J=8.60 Hz), 7.18 (d, 1H, J=8.66 Hz), 7.05 (s, 2H, benzoyl Hs), 3.94 (s, 3H, OMe), 3.74 (s, 6H, 2×OMe), 3.73 (s, 3H, OMe). RXN SMILES: [N:1]1([C:6]2[O:10][C:9]3[C:11]([OH:17])=[C:12]([O:15][CH3:16])[CH:13]=[CH:14][C:8]=3[C:7]=2[C:18](=[O:31])[C:19]2[CH:24]=[C:23]([O:25][CH3:26])[C:22]([O:27][CH3:28])=[C:21]([O:29][CH3:30])[CH:20]=2)[CH:5]=NC=N1.N1C=[CH:35][CH:34]=[CH:33]1>>[N:1]1([C:6]2[O:10][C:9]3[C:11]([OH:17])=[C:12]([O:15][CH3:16])[CH:13]=[CH:14][C:8]=3[C:7]=2[C:18](=[O:31])[C:19]2[CH:20]=[C:21]([O:29][CH3:30])[C:22]([O:27][CH3:28])=[C:23]([O:25][CH3:26])[CH:24]=2)[CH:35]=[CH:34][CH:33]=[CH:5]1. Reactants: O=C1NC2=CC=C(C=C2C1)NC(OCC(Cl)(Cl)Cl)=O (2,2,2-trichloroethyl (2-oxo-2,3-dihydro-1H-indol-5-yl)carbamate), C1(=CC=CC=C1)C=1N=C(SC1)N1CCNCC1 (1-(4-phenyl-1,3-thiazol-2-yl)piperazine), C(C)(C)N(CC)C(C)C (diisopropylethylamine), CS(=O)C (dimethylsulfoxide). The solvent is O (water). Product: O=C1NC2=CC=C(C=C2C1)NC(=O)N1CCN(CC1)C=1SC=C(N1)C1=CC=CC=C1 (N-(2-Oxo-2,3-dihydro-1H-indol-5-yl)-4-(4-phenyl-1,3-thiazol-2-yl)piperazine-1-carboxamide). RXN SMILES: [O:1]=[C:2]1[CH2:10][C:9]2[C:4](=[CH:5][CH:6]=[C:7]([NH:11][C:12](=[O:19])OCC(Cl)(Cl)Cl)[CH:8]=2)[NH:3]1.[C:20]1([C:26]2[N:27]=[C:28]([N:31]3[CH2:36][CH2:35][NH:34][CH2:33][CH2:32]3)[S:29][CH:30]=2)[CH:25]=[CH:24][CH:23]=[CH:22][CH:21]=1.C(N(C(C)C)CC)(C)C.CS(C)=O>O>[O:1]=[C:2]1[CH2:10][C:9]2[C:4](=[CH:5][CH:6]=[C:7]([NH:11][C:12]([N:34]3[CH2:35][CH2:36][N:31]([C:28]4[S:29][CH:30]=[C:26]([C:20]5[CH:25]=[CH:24][CH:23]=[CH:22][CH:21]=5)[N:27]=4)[CH2:32][CH2:33]3)=[O:19])[CH:8]=2)[NH:3]1. Procedure: A solution of 2,2,2-trichloroethyl (2-oxo-2,3-dihydro-1H-indol-5-yl)carbamate (200 mg, 0.618 mmol), 1-(4-phenyl-1,3-thiazol-2-yl)piperazine (152 mg, 0.618 mmol), diisopropylethylamine (0.108 ml, 0.618 mmol) and dimethylsulfoxide (4 ml) was stirred at 70° C. for 12 hours, the reaction mixture was poured into water and the mixture was extracted with ethyl acetate. The extract was washed with water and dried over anhydrous magnesium sulfate. The solvent was distilled off under reduced pressure. The... Reactants: C(C)(=O)Cl (acetyl chloride), CO (methanol), CC(C)(C)OC(=O)[C@H]1NC(C2(CCCC2)CCNC([C@H](CSSC1)NC(=O)OC(C)(C)C)=O)=O ((8R,13R)-13-[[(1,1-dimethylethoxy)carbonyl]amino]-6,14-dioxo-10,11-dithia-7,15-diazaspiro[4.12]heptadecane-8-carboxylic acid 1,1-dimethylethyl ester). The solvent is C(C)(=O)OCC (ethyl acetate). Conditions: temperature 0 celsius, time 10 minute. The product is CC(C)(C)OC(=O)[C@H]1NC(C2(CCCC2)CCNC([C@H](CSSC1)N)=O)=O ((8R,13R)-13-amino-6,14-dioxo-10,11-dithia-7,15-diazaspiro[4.12]heptadecane-8-carboxylic acid 1,1-dimethylethyl ester). Isolated yield 88.1%. As a reaction SMILES: CO.C(Cl)(=O)C.[CH3:7][C:8]([O:11][C:12]([C@@H:14]1[CH2:30][S:29][S:28][CH2:27][C@H:26]([NH:31]C(OC(C)(C)C)=O)[C:25](=[O:39])[NH:24][CH2:23][CH2:22][C:17]2([CH2:21][CH2:20][CH2:19][CH2:18]2)[C:16](=[O:40])[NH:15]1)=[O:13])([CH3:10])[CH3:9]>C(OCC)(=O)C>[CH3:10][C:8]([O:11][C:12]([C@@H:14]1[CH2:30][S:29][S:28][CH2:27][C@H:26]([NH2:31])[C:25](=[O:39])[NH:24][CH2:23][CH2:22][C:17]2([CH2:18][CH2:19][CH2:20][CH2:21]2)[C:16](=[O:40])[NH:15]1)=[O:13])([CH3:7])[CH3:9]. Procedure: To a mixture of methanol (0.15 mL, 3.8 mmol) in 5 mL of ethyl acetate was added at 0° C., under an atmosphere of argon, acetyl chloride (0.27 mL, 3.8 mmol). The solution was stirred at 0° C. for 10 min, and at room temperature for 30 min. To the solution was added (8R,13R)-13-[[(1,1-dimethylethoxy)carbonyl]amino]-6,14-dioxo-10,11-dithia-7,15-diazaspiro[4.12]heptadecane-8-carboxylic acid 1,1-dimethylethyl ester (130 mg, 0.25 mmol). The mixture was stirred for 7 hours. The precipitate was collecte... The reactants are C1(CCCCC1)C1=CC=C(C=C1)O (p-cyclohexylphenol), C1(=CC=CC=C1)O (phenol), C1(=CC=CC=C1)O (Phenol), aqueous solution, Cl (HCl), O (Water), aqueous solution, Cl (HCl). Run in C1CCCCC1 (cyclohexane). Reaction conditions: temperature 165 celsius. Yields the product C1(CCCCC1)C1=CC=C(C=C1)O.C1(=CC=CC=C1)O.C=O (p-cyclohexylphenol phenol formaldehyde). RXN SMILES: O.Cl.[C:3]1([OH:9])[CH:8]=[CH:7][CH:6]=[CH:5][CH:4]=1.[CH:10]1([C:16]2[CH:21]=[CH:20][C:19]([OH:22])=[CH:18][CH:17]=2)[CH2:15][CH2:14][CH2:13][CH2:12][CH2:11]1>C1CCCCC1>[CH:10]1([C:16]2[CH:17]=[CH:18][C:19]([OH:22])=[CH:20][CH:21]=2)[CH2:11][CH2:12][CH2:13][CH2:14][CH2:15]1.[C:3]1([OH:9])[CH:8]=[CH:7][CH:6]=[CH:5][CH:4]=1.[CH2:3]=[O:9] |f:5.6.7|. Reported procedure: Water (200 ml) and a 10% aqueous solution of HCl were added to the resol/cyclohexane solution to adjust its pH to 5.5. The solution was then well stirred and left to stand to separate it into an aqueous layer and an oil layer. The aqueous layer was removed. Phenol (94 g; 1 mole) and 27 g a 10% aqueous solution of HCl were added to the neutralized oil layer, and the mixture was heated to perform co-condensation reaction of the p-cyclohexylphenol resol with phenol. The reaction mixture was heated ...